Dataset: the Open Reaction Database (ORD), a public repository of structured organic reaction records. Task: describe an organic reaction: reactants, conditions, products, and yield Reactants: N1=NN(C2=NC=CC=C21)OC(=O)C2=C(NC(=C2C)\C=C\2/C(NC1=CC=C(C=C21)S(=O)(=O)CC2=C(C=CC=C2Cl)Cl)=O)C (5-[5-(2,6-dichloro-phenylmethanesulfonyl)-2-oxo-1,2-dihydro-indol-(3Z)-ylidenemethyl]-2,4-dimethyl-1H-pyrrole-3-carboxylic acid [1,2,3]triazolo[4,5-b]pyridin-3-yl ester), NCCN1CCN(CC1)C(C)=O (1-[4-(2-amino-ethyl)-piperazin-1-yl]-ethanone). Solvent: CC(=O)N(C)C (DMA). Reaction conditions: time 2 hour. Product: C(C)(=O)N1CCN(CC1)CCNC(=O)C1=C(NC(=C1C)\C=C\1/C(NC2=CC=C(C=C12)S(=O)(=O)CC1=C(C=CC=C1Cl)Cl)=O)C (5-[5-(2,6-Dichloro-phenylmethanesulfonyl)-2-oxo-1,2-dihydro-indol-(3Z)-ylidenemethyl]-2,4-dimethyl-1H-pyrrole-3-carboxylic acid [2-(4-acetyl-piperazin-1-yl)-ethyl]-amide). As a reaction SMILES: N1C2C(=NC=CC=2)N(O[C:11]([C:13]2[C:17]([CH3:18])=[C:16](/[CH:19]=[C:20]3\[C:21](=[O:41])[NH:22][C:23]4[C:28]\3=[CH:27][C:26]([S:29]([CH2:32][C:33]3[C:38]([Cl:39])=[CH:37][CH:36]=[CH:35][C:34]=3[Cl:40])(=[O:31])=[O:30])=[CH:25][CH:24]=4)[NH:15][C:14]=2[CH3:42])=[O:12])N=1.[NH2:43][CH2:44][CH2:45][N:46]1[CH2:51][CH2:50][N:49]([C:52](=[O:54])[CH3:53])[CH2:48][CH2:47]1>CC(N(C)C)=O>[C:52]([N:49]1[CH2:50][CH2:51][N:46]([CH2:45][CH2:44][NH:43][C:11]([C:13]2[C:17]([CH3:18])=[C:16](/[CH:19]=[C:20]3\[C:21](=[O:41])[NH:22][C:23]4[C:28]\3=[CH:27][C:26]([S:29]([CH2:32][C:33]3[C:34]([Cl:40])=[CH:35][CH:36]=[CH:37][C:38]=3[Cl:39])(=[O:31])=[O:30])=[CH:25][CH:24]=4)[NH:15][C:14]=2[CH3:42])=[O:12])[CH2:47][CH2:48]1)(=[O:54])[CH3:53]. Reported procedure: To a solution of 5-[5-(2,6-dichloro-phenylmethanesulfonyl)-2-oxo-1,2-dihydro-indol-(3Z)-ylidenemethyl]-2,4-dimethyl-1H-pyrrole-3-carboxylic acid [1,2,3]triazolo[4,5-b]pyridin-3-yl ester (100 mg, 0.162 mmol) in DMA (2 mL) was added 1-[4-(2-amino-ethyl)-piperazin-1-yl]-ethanone (55 mg, 2 eq.). The mixture was stirred at rt for 2 hours. The reaction was concentrated, diluted with DCM, washed with sat.NaHCO3, water, concentrated and triturated with methanol to give the titled compound as a yellow so... Starting materials: O=S1(=O)CCC(N2CCc3c(Br)cccc3C2)C1, Cc1ccc(N)cc1-c1ncc(F)cc1F, [K+], [K+], [K+], O=C(C=Cc1ccccc1)C=Cc1ccccc1, O=C(C=Cc1ccccc1)C=Cc1ccccc1, O=C(C=Cc1ccccc1)C=Cc1ccccc1, C1COCCO1, O=P([O-])([O-])[O-], [Pd], [Pd]. Product: Cc1ccc(Nc2cccc3c2CCN(C2CCS(=O)(=O)C2)C3)cc1-c1ncc(F)cc1F. Reaction SMILES: [Br:1][c:2]1[c:3]2[c:8]([cH:9][cH:10][cH:11]1)[CH2:7][N:6]([CH:12]1[CH2:13][S:14](=[O:17])(=[O:18])[CH2:15][CH2:16]1)[CH2:5][CH2:4]2.[F:19][c:20]1[c:21](-[c:27]2[cH:28][c:29]([NH2:30])[cH:31][cH:32][c:33]2[CH3:34])[n:22][cH:23][c:24]([F:26])[cH:25]1.[K+:40].[K+:41].[K+:42].[O:45]=[C:46]([CH:47]=[CH:48][c:49]1[cH:50][cH:51][cH:52][cH:53][cH:54]1)[CH:55]=[CH:56][c:57]1[cH:58][cH:59][cH:60][cH:61][cH:62]1.[O:63]=[C:64]([CH:65]=[CH:66][c:67]1[cH:68][cH:69][cH:70][cH:71][cH:72]1)[CH:73]=[CH:74][c:75]1[cH:76][cH:77][cH:78][cH:79][cH:80]1.[O:81]=[C:82]([CH:83]=[CH:84][c:85]1[cH:86][cH:87][cH:88][cH:89][cH:90]1)[CH:91]=[CH:92][c:93]1[cH:94][cH:95][cH:96][cH:97][cH:98]1.[O:99]1[CH2:100][CH2:101][O:102][CH2:103][CH2:104]1.[P:35]([O-:36])([O-:37])([O-:38])=[O:39].[Pd:43].[Pd:44]>>[c:2]1([NH:30][c:29]2[cH:28][c:27](-[c:21]3[c:20]([F:19])[cH:25][c:24]([F:26])[cH:23][n:22]3)[c:33]([CH3:34])[cH:32][cH:31]2)[c:3]2[c:8]([cH:9][cH:10][cH:11]1)[CH2:7][N:6]([CH:12]1[CH2:13][S:14](=[O:17])(=[O:18])[CH2:15][CH2:16]1)[CH2:5][CH2:4]2.